This data is from the Open Reaction Database (ORD), a public repository of structured organic reaction records. The task is: describe an organic reaction: reactants, conditions, products, and yield As a reaction SMILES: [N:1]1[CH:6]=[CH:5][C:4](B(O)O)=[CH:3][CH:2]=1.Br[C:11]1[CH:23]=[CH:22][C:14]([CH2:15][C:16]2[N:17]=[C:18]([NH2:21])[S:19][CH:20]=2)=[CH:13][CH:12]=1.BrCC(=O)CC1C=CC(Br)=CC=1.NC(N)=S>C(O)C>[N:1]1[CH:6]=[CH:5][C:4]([C:11]2[CH:23]=[CH:22][C:14]([CH2:15][C:16]3[N:17]=[C:18]([NH2:21])[S:19][CH:20]=3)=[CH:13][CH:12]=2)=[CH:3][CH:2]=1. Solvent: C(C)O (ethyl alcohol). Product: N1=CC=C(C=C1)C1=CC=C(CC=2N=C(SC2)N)C=C1 (4-(4-Pyridin-4-yl-benzyl)-thiazol-2-ylamine). Starting materials: N1=CC=C(C=C1)B(O)O (pyridine-4-yl boronic acid), BrC1=CC=C(CC=2N=C(SC2)N)C=C1 (4-(4-bromo-benzyl)-thiazol-2-ylamine), BrCC(CC1=CC=C(C=C1)Br)=O (1-bromo-3-(4-bromo-phenyl)-propan-2-one), NC(=S)N (thiourea). Procedure details: In a similar manner to Preparation 6, step 3, the Suzuki coupling reaction of pyridine-4-yl boronic acid and 4-(4-bromo-benzyl)-thiazol-2-ylamine, was prepared via reaction of 1-bromo-3-(4-bromo-phenyl)-propan-2-one and thiourea in ethyl alcohol according to the procedure described in Preparation 1, step 2, gave the title compound 7. LC/MS m/z 268.08 (M+H)+; HPLC Rt: 0.598 min. Starting materials: O=C([O-])[O-], C1COCCN1, CC#N, O=C(CCl)Nc1ccc(Oc2ccc3c(c2)CCC(c2ccccc2)O3)nc1, [K+], [K+], O. Product: O=C(CN1CCOCC1)Nc1ccc(Oc2ccc3c(c2)CCC(c2ccccc2)O3)nc1, Cl. RXN SMILES: [C:29](=[O:30])([O-:31])[O-:32].[CH2:35]1[CH2:36][O:37][CH2:38][CH2:39][NH:40]1.[CH3:42][C:43]#[N:44].[Cl:1][CH2:2][C:3](=[O:4])[NH:5][c:6]1[cH:7][n:8][c:9]([O:12][c:13]2[cH:14][c:15]3[c:20]([cH:21][cH:22]2)[O:19][CH:18]([c:23]2[cH:24][cH:25][cH:26][cH:27][cH:28]2)[CH2:17][CH2:16]3)[cH:10][cH:11]1.[K+:33].[K+:34].[OH2:41]>>[CH2:2]([C:3](=[O:4])[NH:5][c:6]1[cH:7][n:8][c:9]([O:12][c:13]2[cH:14][c:15]3[c:20]([cH:21][cH:22]2)[O:19][CH:18]([c:23]2[cH:24][cH:25][cH:26][cH:27][cH:28]2)[CH2:17][CH2:16]3)[cH:10][cH:11]1)[N:40]1[CH2:35][CH2:36][O:37][CH2:38][CH2:39]1.[ClH:1]. The reactants are S(=O)(=O)([O-])[O-].[Na+].[Na+] (sodium sulfate), C1(CC1)C(=O)N1[C@H]2[C@@H]3CCOC[C@@]3(C=3C=C(C=CC3C2)OCC)CC1 (17-Cyclopropylcarbonyl-3-ethoxy-6-oxamorphinan), [H-].[Al+3].[Li+].[H-].[H-].[H-] (lithium aluminum hydride), S(=O)(=O)([O-])[O-].[Na+].[Na+] (sodium sulfate). Reagents/catalysts: [OH-].[Na+] (sodium hydroxide). Run in O1CCCC1 (tetrahydrofuran), O1CCCC1 (tetrahydrofuran). Yields the product C1(CC1)CN1[C@H]2[C@@H]3CCOC[C@@]3(C=3C=C(C=CC3C2)OCC)CC1 (17-Cyclopropylmethyl-3-ethoxy-6-oxamorphinan). Reaction SMILES: [CH:1]1([C:4]([N:6]2[CH2:25][CH2:24][C@@:13]34[C:14]5[CH:15]=[C:16]([O:21][CH2:22][CH3:23])[CH:17]=[CH:18][C:19]=5[CH2:20][C@@H:7]2[C@@H:8]3[CH2:9][CH2:10][O:11][CH2:12]4)=O)[CH2:3][CH2:2]1.[H-].[Al+3].[Li+].[H-].[H-].[H-].S([O-])([O-])(=O)=O.[Na+].[Na+]>O1CCCC1.[OH-].[Na+]>[CH:1]1([CH2:4][N:6]2[CH2:25][CH2:24][C@@:13]34[C:14]5[CH:15]=[C:16]([O:21][CH2:22][CH3:23])[CH:17]=[CH:18][C:19]=5[CH2:20][C@@H:7]2[C@@H:8]3[CH2:9][CH2:10][O:11][CH2:12]4)[CH2:2][CH2:3]1 |f:1.2.3.4.5.6,7.8.9,11.12|. Procedure: The product of Step (c) (XXXIII) (0.005 m) in tetrahydrofuran (20 ml) is added to a suspension of lithium aluminum hydride (0.57 g) in tetrahydrofuran (20 ml), and the mixture is heated at reflux for 18 hours. The mixture is then cooled and saturated sodium sulfate solution (1.8 ml) and a few drops of dilute sodium hydroxide are cautiously added. The mixture is warmed until the solids are completely white. Solid sodium sulfate is added, the solids are removed by filtration and washed well with e... The reactants are C(N)(=O)C=1N=C(NC1)C1=CC=C(C=C1)OC (4-Carbamoyl-2-(4-methoxyphenyl)imidazole), C(=O)([O-])[O-].[Na+].[Na+] (Na2CO3). Solvent: O=P(Cl)(Cl)Cl (POCl3). Reaction conditions: time 8 hour. Product: C(#N)C=1N=C(NC1)C1=CC=C(C=C1)OC (4-Cyano-2-(p-methoxyphenyl)imidazole). Yield: 71.7%. As a reaction SMILES: [C:1]([C:4]1[N:5]=[C:6]([C:9]2[CH:14]=[CH:13][C:12]([O:15][CH3:16])=[CH:11][CH:10]=2)[NH:7][CH:8]=1)(=O)[NH2:2].C([O-])([O-])=O.[Na+].[Na+]>O=P(Cl)(Cl)Cl>[C:1]([C:4]1[N:5]=[C:6]([C:9]2[CH:14]=[CH:13][C:12]([O:15][CH3:16])=[CH:11][CH:10]=2)[NH:7][CH:8]=1)#[N:2] |f:1.2.3|. Procedure: A mixture of 64 (7.6 g, 0.035 mol) and POCl3 (100 ml) was heated at reflux for 5.5 hours. After stirring at room temperature overnight, the suspension was poured into saturated Na2CO3 and the mixture extracted with 20% CH3OH--CHCl3 (3×). The organic extracts were washed with saturated NaCl, dried, filtered and concentrated to dryness. The residue was chromatographed on silica gel and the product eluted with 5% CH3OH--CHCl3 to yield 5.0 g (71%) of 65; m.p. 219°-20° C. (CH3CN). The reactants are BrCCCCCC (1-bromohexane), Cl.NCC1CCC(CC1)C(=O)N1C2=C(NC=3N(N=CC3C1)C)C=C(C=C2)Cl ((4-Aminomethyl-cyclohexyl)-(6-chloro-3-methyl-4,10-dihydro-3H-2,3,4,9-tetraaza-benzo[f]azulen-9-yl)-methanone hydrochloride). The solvent is CN(C)C=O (DMF), C(C)N(CC)CC (triethylamine), CN(C)C=O (DMF). Run at time 20 hour. The product is ClC=1C=CC2=C(NC=3N(N=CC3CN2C(=O)C2CCC(CC2)CNCCCCCC)C)C1 ((6-Chloro-3-methyl-4,10-dihydro-3H-2,3,4,9-tetraaza-benzo[f]azulen-9-yl)-(4-hexylaminomethyl-cyclohexyl)-methanone). Reaction SMILES: Br[CH2:2][CH2:3][CH2:4][CH2:5][CH2:6][CH3:7].Cl.[NH2:9][CH2:10][CH:11]1[CH2:16][CH2:15][CH:14]([C:17]([N:19]2[CH2:28][C:27]3[CH:26]=[N:25][N:24]([CH3:29])[C:23]=3[NH:22][C:21]3[CH:30]=[C:31]([Cl:34])[CH:32]=[CH:33][C:20]2=3)=[O:18])[CH2:13][CH2:12]1>CN(C=O)C.C(N(CC)CC)C>[Cl:34][C:31]1[CH:32]=[CH:33][C:20]2[N:19]([C:17]([CH:14]3[CH2:13][CH2:12][CH:11]([CH2:10][NH:9][CH2:2][CH2:3][CH2:4][CH2:5][CH2:6][CH3:7])[CH2:16][CH2:15]3)=[O:18])[CH2:28][C:27]3[CH:26]=[N:25][N:24]([CH3:29])[C:23]=3[NH:22][C:21]=2[CH:30]=1 |f:1.2|. Procedure details: A solution of 1-bromohexane (0.83 mg, 0.005 mmol) in DMF (0.05 ml) was added to a solution of (4-Aminomethyl-cyclohexyl)-(6-chloro-3-methyl-4,10-dihydro-3H-2,3,4,9-tetraaza-benzo[f]azulen-9-yl)-methanone hydrochloride from Example E10.2 (2.05 mg, 0.005 mmol) in DMF (0.05 ml) and triethylamine (0.0021 ml). The mixture was stirred for 20 h at room temperature then solvents were removed in vacuo to yield the title compound. (ESI)+: [M+H]+=458.4 The reactants are C1(CCCC1)C1=NN=C(C(N1)=O)C(CC)NC(CCCC)=O (N-[1-(3-cyclopentyl-5-oxo-4,5-dihydro-1,2,4-triazin-6-yl)propyl]pentanamide), P(=O)(Cl)(Cl)Cl (phosphoric trichloride). Yields the product C(CCC)C1=NC(=C2C(NC(=NN21)C2CCCC2)=O)CC (7-Butyl-2-cyclopentyl-5-ethylimidazo[5,1-f][1,2,4]triazin-4(3H)-one). Reaction SMILES: [CH:1]1([C:6]2[NH:11][C:10](=[O:12])[C:9]([CH:13]([NH:16][C:17](=O)[CH2:18][CH2:19][CH2:20][CH3:21])[CH2:14][CH3:15])=[N:8][N:7]=2)[CH2:5][CH2:4][CH2:3][CH2:2]1.P(Cl)(Cl)(Cl)=O>>[CH2:18]([C:17]1[N:8]2[C:9]([C:10](=[O:12])[NH:11][C:6]([CH:1]3[CH2:5][CH2:4][CH2:3][CH2:2]3)=[N:7]2)=[C:13]([CH2:14][CH3:15])[N:16]=1)[CH2:19][CH2:20][CH3:21]. Procedure details: In analogy to the procedure for Example 1, 200 mg (0.65 mmol) crude N-[1-(3-cyclopentyl-5-oxo-4,5-dihydro-1,2,4-triazin-6-yl)propyl]pentanamide, 165 mg (1.1 mmol) phosphoric trichloride are stirred at reflux for 4 hours, proportionate amounts of the solvents are used. The product is purified by chromatography (preparative HPLC).